Dataset: the Open Reaction Database (ORD), a public repository of structured organic reaction records. Task: describe an organic reaction: reactants, conditions, products, and yield RXN SMILES: [C:68]([O-:69])(=[O:70])[CH3:71].[C:73]([O-:74])(=[O:75])[CH3:76].[CH3:1][O:2][C:3](=[O:4])[c:5]1[n:6][c:7]([Cl:16])[cH:8][c:9]([NH:12][C:13]([CH3:14])=[O:15])[c:10]1[Cl:11].[CH3:65][C:66]#[N:67].[Cl:17][c:18]1[cH:19][c:20]([F:32])[c:21]([B:26]2[O:27][CH2:28][CH2:29][CH2:30][O:31]2)[cH:22][c:23]1[O:24][CH3:25].[Cs+:34].[F-:33].[OH2:77].[Pd+2:72].[c:35]1([P:36]([c:37]2[cH:38][cH:39][cH:40][cH:41][cH:42]2)[CH2:43][CH2:44][CH2:45][CH2:46][P:47]([c:48]2[cH:49][cH:50][cH:51][cH:52][cH:53]2)[c:54]2[cH:55][cH:56][cH:57][cH:58][cH:59]2)[cH:60][cH:61][cH:62][cH:63][cH:64]1>>[CH3:1][O:2][C:3](=[O:4])[c:5]1[n:6][c:7](-[c:21]2[c:20]([F:32])[cH:19][c:18]([Cl:17])[c:23]([O:24][CH3:25])[cH:22]2)[cH:8][c:9]([NH:12][C:13]([CH3:14])=[O:15])[c:10]1[Cl:11]. Yields the product COC(=O)c1nc(-c2cc(OC)c(Cl)cc2F)cc(NC(C)=O)c1Cl. Starting materials: CC(=O)[O-], CC(=O)[O-], COC(=O)c1nc(Cl)cc(NC(C)=O)c1Cl, CC#N, COc1cc(B2OCCCO2)c(F)cc1Cl, [Cs+], [F-], O, [Pd+2], c1ccc(P(CCCCP(c2ccccc2)c2ccccc2)c2ccccc2)cc1. Reactants: COC=O (formic acid methyl ester), [OH-].[K+] (KOH), C(=O)N1CCCCC1 (1-formyl-piperidine), C(=O)N1C(CCCC1)OC (1-formyl-2-methoxypiperidine), Cl (HCl). As a reaction SMILES: [CH:1]([N:3]1[CH2:8][CH2:7][CH2:6][CH2:5][CH:4]1OC)=O.Cl.COC=O.C([N:18]1[CH2:23][CH2:22][CH2:21][CH2:20][CH2:19]1)=O.[OH-].[K+]>CO>[CH2:21]1[CH2:20][CH:19]2[CH:7]3[CH:1]([N:3]4[CH2:8][CH2:7][CH2:6][CH2:5][CH:4]4[N:18]2[CH2:23][CH2:22]1)[NH:3][CH2:4][CH2:5][CH2:6]3 |f:4.5|. Reported procedure: 28.6 g (0.2 mol) of 1-formyl-2-methoxypiperidine and 0.3 mol of methanolic HCl were refluxed for 4 hours. At atmospheric pressure in a boiling range of from 30° to 50° C. a mixture of formic acid methyl ester and methanol, which could be re-used for the preparation of 1-formyl-piperidine, was distilled off. The distillation residue was added dropwise to a solution of 21.7 g of KOH (85% strength, 0.33 mol) in methanol and the whole was refluxed for 4 hours. Working up as described in Example 4 yi... The solvent is CO (methanol), CO (methanol). The product is C1CCN2C(C1)C3CCCNC3N4C2CCCC4 (isotripiperidein). The reactants are ClCCl, O=C1Cc2c(N=C=S)cccc2N1, NCCN. The product is NCCNC(=S)Nc1cccc2c1CC(=O)N2. Reaction SMILES: [CH2:18]([Cl:19])[Cl:20].[N:5](=[C:6]=[S:7])[c:8]1[c:9]2[c:13]([cH:14][cH:15][cH:16]1)[NH:12][C:11](=[O:17])[CH2:10]2.[NH2:1][CH2:2][CH2:3][NH2:4]>>[NH2:1][CH2:2][CH2:3][NH:4][C:6]([NH:5][c:8]1[c:9]2[c:13]([cH:14][cH:15][cH:16]1)[NH:12][C:11](=[O:17])[CH2:10]2)=[S:7].